This data is from the Open Reaction Database (ORD), a public repository of structured organic reaction records. The task is: describe an organic reaction: reactants, conditions, products, and yield Starting materials: C12C(C3CC(CC(C1)C3)C2)NC(=O)C=2C=NN(C2Cl)C(C)(C)C (1-tert-butyl-5-chloro-1H-pyrazole-4-carboxylic acid adamantan-2-ylamide), N1CCCC1 (pyrrolidine). Product: C12C(C3CC(CC(C1)C3)C2)NC(=O)C=2C=NN(C2N2CCCC2)C(C)(C)C (tert-Butyl-5-pyrrolidin-1-yl-1H-pyrazole-4-carboxylic acid adamantan-2-ylamide). Reaction SMILES: [CH:1]12[CH2:10][CH:5]3[CH2:6][CH:7]([CH2:9][CH:3]([CH2:4]3)[CH:2]1[NH:11][C:12]([C:14]1[CH:15]=[N:16][N:17]([C:20]([CH3:23])([CH3:22])[CH3:21])[C:18]=1Cl)=[O:13])[CH2:8]2.[NH:24]1[CH2:28][CH2:27][CH2:26][CH2:25]1>>[CH:1]12[CH2:10][CH:5]3[CH2:6][CH:7]([CH2:9][CH:3]([CH2:4]3)[CH:2]1[NH:11][C:12]([C:14]1[CH:15]=[N:16][N:17]([C:20]([CH3:23])([CH3:22])[CH3:21])[C:18]=1[N:24]1[CH2:28][CH2:27][CH2:26][CH2:25]1)=[O:13])[CH2:8]2. Procedure details: Heating a mixture of 1-tert-butyl-5-chloro-1H-pyrazole-4-carboxylic acid adamantan-2-ylamide (100 mg; 0.30 mmol) and pyrrolidine (0.25 mL; 3.0 mmol) under microwave irradiation according to the procedure described in Example 37, Step 5 provided after purification by reverse phase HPLC, 1-tert-butyl-5-piperidin-1-yl-1H-pyrazole-4-carboxylic acid adamantan-2-ylamide (14 mg, 16%) as an white solid. ES-HRMS m/e calcd for C22H34N4O (M+H+) 371.2806, found 371.2801. Starting materials: N#CC1CN(Cc2ccccc2)CC1c1ccc(Cl)c(Cl)c1, CC#N, O=C(Cl)OCC(Cl)(Cl)Cl. Product: N#CC1CNCC1c1ccc(Cl)c(Cl)c1. Reaction SMILES: [CH2:1]([c:2]1[cH:3][cH:4][cH:5][cH:6][cH:7]1)[N:8]1[CH2:9][CH:10]([C:21]#[N:22])[CH:11]([c:13]2[cH:14][c:15]([Cl:20])[c:16]([Cl:19])[cH:17][cH:18]2)[CH2:12]1.[CH3:32][C:33]#[N:34].[Cl:23][C:24]([O:25][CH2:26][C:27]([Cl:28])([Cl:29])[Cl:30])=[O:31]>>[NH:8]1[CH2:9][CH:10]([C:21]#[N:22])[CH:11]([c:13]2[cH:14][c:15]([Cl:20])[c:16]([Cl:19])[cH:17][cH:18]2)[CH2:12]1.